This data is from the Open Reaction Database (ORD), a public repository of structured organic reaction records. The task is: describe an organic reaction: reactants, conditions, products, and yield Reactants: COC(=O)N[C@@H](C(=O)O)CCC1=CC=C(C=C1)OC ((2R)-2-[(methoxycarbonyl)amino]-4-(4-methoxyphenyl)-butanoic acid), Br (HBr). Run in C(C)(=O)O (acetic acid). The product is Br.OC1=CC=C(C=C1)CC[C@H](C(=O)O)N ((2R)-4-(4-hydroxyphenyl)-2-amino-butanoic acid hydrobromide). Reaction SMILES: COC([NH:5][C@H:6]([CH2:10][CH2:11][C:12]1[CH:17]=[CH:16][C:15]([O:18]C)=[CH:14][CH:13]=1)[C:7]([OH:9])=[O:8])=O.[BrH:20]>C(O)(=O)C>[BrH:20].[OH:18][C:15]1[CH:14]=[CH:13][C:12]([CH2:11][CH2:10][C@@H:6]([NH2:5])[C:7]([OH:9])=[O:8])=[CH:17][CH:16]=1 |f:3.4|. Reported procedure: A solution of (2R)-2-[(methoxycarbonyl)amino]-4-(4-methoxyphenyl)-butanoic acid (5.0 g, 18.7 mmol) in 5 mL of 30% HBr in acetic acid was heated at 60° C. overnight. The reaction mixture was cooled to room temperature and the solvent was removed under reduced pressure to give the title compound as an orange solid. Starting materials: CC(C#N)(O)C (aceton cyanohydrin), N (ammonia), ClCCCC(CCCCl)=O (1,7-dichloro-4-heptanone), [OH-].[Na+] (NaOH). Conditions: temperature 20 celsius, time 48 hour. Product: C(#N)C12CCCN2CCC1 (7a-Cyano-2,3,5,6,7,7a-hexahydro-1H-pyrrolizine). Yield: 89.0%. As a reaction SMILES: CC(C)(O)[C:3]#[N:4].[NH3:7].Cl[CH2:9][CH2:10][CH2:11][C:12](=O)[CH2:13][CH2:14][CH2:15]Cl.[OH-].[Na+]>>[C:3]([C:12]12[CH2:13][CH2:14][CH2:15][N:7]1[CH2:9][CH2:10][CH2:11]2)#[N:4] |f:3.4|. Procedure: To a solution of aceton cyanohydrin (2.3 g, 27 mmol) saturated with ammonia, 1,7-dichloro-4-heptanone (0.50 g, 2.7 mmol) was added dropwise at 20° C. The resulting solution was stirred for 48 hours at 20° C. under ammonia gas atmosphere. To the reaction mixture, 0.1N-NaOH was added to extract with methylene chloride. The extract was dried over anhydrous sodium sulfate, concentrated and distilled in vacuo to afford 0.33 g of the desired compound (Yield: 89%).